Dataset: the Open Reaction Database (ORD), a public repository of structured organic reaction records. Task: describe an organic reaction: reactants, conditions, products, and yield Reactants: CCCCOC(=O)Cl, Cc1c(Cl)cc(-c2ccc(=O)[nH]n2)cc1Cl. Product: CCCCOC(=O)n1nc(-c2cc(Cl)c(C)c(Cl)c2)ccc1=O. Reaction SMILES: [Cl:17][C:18](=[O:19])[O:20][CH2:21][CH2:22][CH2:23][CH3:24].[Cl:1][c:2]1[cH:3][c:4](-[c:10]2[cH:11][cH:12][c:13](=[O:16])[nH:14][n:15]2)[cH:5][c:6]([Cl:9])[c:7]1[CH3:8]>>[Cl:1][c:2]1[cH:3][c:4](-[c:10]2[cH:11][cH:12][c:13](=[O:16])[n:14]([C:18](=[O:19])[O:20][CH2:21][CH2:22][CH2:23][CH3:24])[n:15]2)[cH:5][c:6]([Cl:9])[c:7]1[CH3:8].